Dataset: the Open Reaction Database (ORD), a public repository of structured organic reaction records. Task: describe an organic reaction: reactants, conditions, products, and yield Starting materials: O=C(CC[C@H]1[C@H](CNCC1)C(=O)OC)C1=CC=NC2=CC=C(C=C12)OC (methyl (3R,4R)-4-[3-oxo-3-(6-methoxyquinolin-4-yl)propyl]piperidine-3-carboxylate), [I-].[K+] (potassium iodide), C1(CCCCCC1)SCCCl (2-chloroethyl cycloheptyl sulfide), C([O-])([O-])=O.[K+].[K+] (potassium carbonate). Solvent: C(C)#N (acetonitrile). Reaction conditions: temperature 72 celsius, time 24 hour. The product is O=C(CC[C@H]1[C@H](CN(CC1)CCSC1CCCCCC1)C(=O)OC)C1=CC=NC2=CC=C(C=C12)OC (methyl (3R,4R)-4-[3-oxo-3-(6-methoxyquinolin-4-yl)propyl]-1-[2-(cycloheptylthio)ethyl]piperidine-3-carboxylate). Yield: 59.1%. RXN SMILES: [O:1]=[C:2]([C:15]1[C:24]2[C:19](=[CH:20][CH:21]=[C:22]([O:25][CH3:26])[CH:23]=2)[N:18]=[CH:17][CH:16]=1)[CH2:3][CH2:4][C@@H:5]1[CH2:10][CH2:9][NH:8][CH2:7][C@@H:6]1[C:11]([O:13][CH3:14])=[O:12].[CH:27]1([S:34][CH2:35][CH2:36]Cl)[CH2:33][CH2:32][CH2:31][CH2:30][CH2:29][CH2:28]1.C(=O)([O-])[O-].[K+].[K+].[I-].[K+]>C(#N)C>[O:1]=[C:2]([C:15]1[C:24]2[C:19](=[CH:20][CH:21]=[C:22]([O:25][CH3:26])[CH:23]=2)[N:18]=[CH:17][CH:16]=1)[CH2:3][CH2:4][C@@H:5]1[CH2:10][CH2:9][N:8]([CH2:36][CH2:35][S:34][CH:27]2[CH2:33][CH2:32][CH2:31][CH2:30][CH2:29][CH2:28]2)[CH2:7][C@@H:6]1[C:11]([O:13][CH3:14])=[O:12] |f:2.3.4,5.6|. Procedure: A mixture composed of 3.06 g of methyl (3R,4R)-4-[3-oxo-3-(6-methoxyquinolin-4-yl)propyl]piperidine-3-carboxylate, 1.79 g of 2-chloroethyl cycloheptyl sulfide, 5.39 g of potassium carbonate, and 1.29 g of potassium iodide in 75 cm3 of acetonitrile was heated with stirring and under an inert atmosphere at a temperature in the region of 72° C. for 24 hours. After cooling to approximately 20° C., the reaction mixture was filtered through celite and the filtrate was concentrated under reduced pressu... Starting materials: CN, O=C(O)c1ccc2[nH]c(-c3n[nH]c4ccccc34)nc2c1. Yields the product CNC(=O)c1ccc2[nH]c(-c3n[nH]c4ccccc34)nc2c1. As a reaction SMILES: [CH3:22][NH2:23].[nH:1]1[n:2][c:3](-[c:10]2[n:11][c:12]3[c:13]([nH:14]2)[cH:15][cH:16][c:17]([C:19](=[O:20])[OH:21])[cH:18]3)[c:4]2[cH:5][cH:6][cH:7][cH:8][c:9]12>>[nH:1]1[n:2][c:3](-[c:10]2[n:11][c:12]3[c:13]([nH:14]2)[cH:15][cH:16][c:17]([C:19](=[O:21])[NH:23][CH3:22])[cH:18]3)[c:4]2[cH:5][cH:6][cH:7][cH:8][c:9]12. Starting materials: C1(CC(CCC1)O)O (1,3-cyclohexanediol), [Si](C)(C)(C(C)(C)C)OC1CC(CC1)N1NC=C(C1)B1OC(C(O1)(C)C)(C)C (2-[3-(tert-butyldimethylsilanyloxy)-cyclopentyl]-4-(4,4,5,5-tetramethyl-[1,3,2]dioxaborolan-2-yl)-1H-pyrazole). Product: C(C)(C)(C)[Si](OC1CC(CCC1)O)(C)C (3-(tert-butyl-dimethyl-silanyloxy)-cyclohexanol). The yield is 35.0%. Reaction SMILES: [CH:1]1([OH:8])[CH2:6][CH2:5][CH2:4][CH:3]([OH:7])[CH2:2]1.[Si:9](OC1CCC(N2CC(B3OC(C)(C)C(C)(C)O3)=CN2)C1)([C:12]([CH3:15])([CH3:14])[CH3:13])([CH3:11])[CH3:10]>>[C:12]([Si:9]([CH3:11])([CH3:10])[O:7][CH:3]1[CH2:4][CH2:5][CH2:6][CH:1]([OH:8])[CH2:2]1)([CH3:15])([CH3:14])[CH3:13]. Reported procedure: The title compound was prepared in 35% yield from 1,3-cyclohexanediol by a procedure analogous to Intermediate 28, Step A. 1H NMR (300 MHz, CDCl3): δ 4.0-4.2 (m, 1H), 3.8-3.95 (m, 1H), 1.3-2.4 (m, 9H), 0.86 (s, 9H), 0.05 (s, 6H). Starting materials: O=C([O-])[O-], CI, CC(C)=O, [K+], [K+], CC(=O)c1ccc(O)c(CC=C(C)C)c1O. The product is COc1ccc(C(C)=O)c(O)c1CC=C(C)C. As a reaction SMILES: [C:17](=[O:18])([O-:19])[O-:20].[CH3:23][I:24].[CH3:25][C:26](=[O:27])[CH3:28].[K+:21].[K+:22].[OH:1][c:2]1[c:3]([C:14]([CH3:15])=[O:16])[cH:4][cH:5][c:6]([OH:13])[c:7]1[CH2:8][CH:9]=[C:10]([CH3:11])[CH3:12]>>[OH:1][c:2]1[c:3]([C:14]([CH3:15])=[O:16])[cH:4][cH:5][c:6]([O:13][CH3:17])[c:7]1[CH2:8][CH:9]=[C:10]([CH3:11])[CH3:12]. Reactants: NC(C#N)(CN1N=C2C(=N1)C=CC=C2Cl)C (2-amino-3-(4-chloro-2H-benzotriazol-2-yl)-2-methylpropionitrile), O(C1=CC=CC=C1)C1=CC=C(C(=O)Cl)C=C1 (4-phenoxybenzoyl chloride). Yields the product ClC1=CC=CC2=NN(N=C21)CC(C)(C#N)NC(C2=CC=C(C=C2)OC2=CC=CC=C2)=O (N-[2-(4-Chloro-2H-benzotriazol-2-yl)-1-cyano-1-methylethyl]-4-phenoxybenzamide), solid. Yield: 38.0%. RXN SMILES: [NH2:1][C:2]([CH3:16])([CH2:5][N:6]1[N:10]=[C:9]2[CH:11]=[CH:12][CH:13]=[C:14]([Cl:15])[C:8]2=[N:7]1)[C:3]#[N:4].[O:17]([C:24]1[CH:32]=[CH:31][C:27]([C:28](Cl)=[O:29])=[CH:26][CH:25]=1)[C:18]1[CH:23]=[CH:22][CH:21]=[CH:20][CH:19]=1>>[Cl:15][C:14]1[C:8]2[C:9](=[N:10][N:6]([CH2:5][C:2]([NH:1][C:28](=[O:29])[C:27]3[CH:26]=[CH:25][C:24]([O:17][C:18]4[CH:23]=[CH:22][CH:21]=[CH:20][CH:19]=4)=[CH:32][CH:31]=3)([C:3]#[N:4])[CH3:16])[N:7]=2)[CH:11]=[CH:12][CH:13]=1. Procedure: Using a procedure similar to that described in Example 1, except using 2-amino-3-(4-chloro-2H-benzotriazol-2-yl)-2-methylpropionitrile (100 mg, described in Example 35) and 4-phenoxybenzoyl chloride (0.10 mL), the title compound was isolated as a white solid (70 mg, 38%). Rf=0.7 (1:1 EA/heptane). MS (ES): M/Z [M+H]=432. NMR: (400 MHz, DMSO-d6): 1.75 (s, 3H), 5.43 (d, J=13.3 Hz, 1H), 5.50 (d, J=13.3 Hz, 1H), 7.04-7.10 (m, 4H), 7.22 (t, J=7.4 Hz, 1H), 7.43-7.48 (m, 3H), 7.59 (d, J=6.6 Hz, 1H), 7.8...